This data is from the Open Reaction Database (ORD), a public repository of structured organic reaction records. The task is: describe an organic reaction: reactants, conditions, products, and yield Starting materials: C(C)(=O)Cl (acetylchloride), C(C)(C)N(C(C)C)CC (N,N-diisopropylethylamine), C(C1=CC=CC=C1)[C@H]1CN(CCN1)CC1=CC=C(C=C1)C1=C(C=CC=C1)C(F)(F)F (3-(S)-benzyl-1-(2′-trifluoromethyl-biphenyl-4-ylmethyl)-piperazine). The solvent is C(Cl)Cl (DCM), ClCCl (dichloromethane). Conditions: time 8 hour. The product is C(C1=CC=CC=C1)[C@@H]1N(CCN(C1)CC1=CC=C(C=C1)C1=C(C=CC=C1)C(F)(F)F)C(C)=O (1-[2-(S)-Benzyl-4-(2′-trifluoromethyl-biphenyl-4-ylmethyl)-piperazin-1-yl]-ethanone). Reaction SMILES: [CH2:1]([C@@H:8]1[NH:13][CH2:12][CH2:11][N:10]([CH2:14][C:15]2[CH:20]=[CH:19][C:18]([C:21]3[CH:26]=[CH:25][CH:24]=[CH:23][C:22]=3[C:27]([F:30])([F:29])[F:28])=[CH:17][CH:16]=2)[CH2:9]1)[C:2]1[CH:7]=[CH:6][CH:5]=[CH:4][CH:3]=1.[C:31](Cl)(=[O:33])[CH3:32].C(N(CC)C(C)C)(C)C>ClCCl>[CH2:1]([C@H:8]1[CH2:9][N:10]([CH2:14][C:15]2[CH:20]=[CH:19][C:18]([C:21]3[CH:26]=[CH:25][CH:24]=[CH:23][C:22]=3[C:27]([F:30])([F:28])[F:29])=[CH:17][CH:16]=2)[CH2:11][CH2:12][N:13]1[C:31](=[O:33])[CH3:32])[C:2]1[CH:7]=[CH:6][CH:5]=[CH:4][CH:3]=1. Reported procedure: 45 mg of 3-(S)-benzyl-1-(2′-trifluoromethyl-biphenyl-4-ylmethyl)-piperazine was dissolved in dichloromethane, 1.1 equiv. of acetylchloride and 1.5 equiv. of N,N-diisopropylethylamine were added. The reaction was stirred at room temperature under nitrogen overnight. The reaction was diluted with DCM, washed with saturated aqueous sodium bicarbonate solution, then dried over sodium sulfate, filtered and concentrated in vacuo. The crude residue was purified by column chromatography to afford 51 mg ... Reactants: ClC(Cl)(Cl)Cl, CC(O)CC(C)Oc1ccc(-c2ccc(C#N)cc2)cc1, c1ccc(P(c2ccccc2)c2ccccc2)cc1. The product is CC(Cl)CC(C)Oc1ccc(-c2ccc(C#N)cc2)cc1. RXN SMILES: [C:41]([Cl:42])([Cl:43])([Cl:44])[Cl:45].[OH:1][CH:2]([CH2:3][CH:4]([O:5][c:6]1[cH:7][cH:8][c:9](-[c:12]2[cH:13][cH:14][c:15]([C:16]#[N:17])[cH:18][cH:19]2)[cH:10][cH:11]1)[CH3:20])[CH3:21].[c:22]1([P:23]([c:24]2[cH:25][cH:26][cH:27][cH:28][cH:29]2)[c:30]2[cH:31][cH:32][cH:33][cH:34][cH:35]2)[cH:36][cH:37][cH:38][cH:39][cH:40]1>>[CH:2]([CH2:3][CH:4]([O:5][c:6]1[cH:7][cH:8][c:9](-[c:12]2[cH:13][cH:14][c:15]([C:16]#[N:17])[cH:18][cH:19]2)[cH:10][cH:11]1)[CH3:20])([CH3:21])[Cl:42]. Starting materials: C(C)N1C(=NC=C1C)[N+](=O)[O-] (1-ethyl-5-methyl-2-nitroimidazole), C(C1=CC=CC=C1)=O (benzaldehyde). Yields the product C(C)N1C(=NC=C1C=CC1=CC=CC=C1)[N+](=O)[O-] (1-ethyl-2-nitro-5-styrylimidazole). As a reaction SMILES: [CH2:1]([N:3]1[C:7]([CH3:8])=[CH:6][N:5]=[C:4]1[N+:9]([O-:11])=[O:10])[CH3:2].[CH:12](=O)[C:13]1[CH:18]=[CH:17][CH:16]=[CH:15][CH:14]=1>>[CH2:1]([N:3]1[C:7]([CH:8]=[CH:12][C:13]2[CH:18]=[CH:17][CH:16]=[CH:15][CH:14]=2)=[CH:6][N:5]=[C:4]1[N+:9]([O-:11])=[O:10])[CH3:2]. Reported procedure: By reacting 0.33 g. of 1-ethyl-5-methyl-2-nitroimidazole with benzaldehyde according to the procedure of Example 55, 0.030 g. of 1-ethyl-2-nitro-5-styrylimidazole is obtained, m.p. 154°-156° C. The reactants are CCO, COC(=O)C(C)(C)Sc1ccc2c(c1)C(=C1CCN(C)CC1)c1sccc1CO2, Cl, [Na+], [OH-]. Product: CN1CCC(=C2c3cc(SC(C)(C)C(=O)O)ccc3OCc3ccsc32)CC1, Cl. RXN SMILES: [CH3:33][CH2:34][OH:35].[CH3:4][C:5]([C:6](=[O:7])[O:8][CH3:9])([CH3:10])[S:11][c:12]1[cH:13][cH:14][c:15]2[c:16]([cH:32]1)[C:17](=[C:25]1[CH2:26][CH2:27][N:28]([CH3:31])[CH2:29][CH2:30]1)[c:18]1[s:19][cH:20][cH:21][c:22]1[CH2:23][O:24]2.[ClH:3].[Na+:2].[OH-:1]>>[CH3:4][C:5]([C:6](=[O:7])[OH:8])([CH3:10])[S:11][c:12]1[cH:13][cH:14][c:15]2[c:16]([cH:32]1)[C:17](=[C:25]1[CH2:26][CH2:27][N:28]([CH3:31])[CH2:29][CH2:30]1)[c:18]1[s:19][cH:20][cH:21][c:22]1[CH2:23][O:24]2.[ClH:3]. Reactants: CN(C)C=O, CC(C)c1nc(CO)n(C)c1Cc1cc(Cl)cc(Cl)c1, [N-]=[N+]=[N-], [Na+], O, O=S(Cl)Cl. The product is CC(C)c1nc(CN=[N+]=[N-])n(C)c1Cc1cc(Cl)cc(Cl)c1. As a reaction SMILES: [CH3:21][N:22]([CH3:23])[CH:24]=[O:25].[Cl:1][c:2]1[cH:3][c:4]([CH2:5][c:6]2[c:7]([CH:14]([CH3:15])[CH3:16])[n:8][c:9]([CH2:12][OH:13])[n:10]2[CH3:11])[cH:17][c:18]([Cl:20])[cH:19]1.[N-:27]=[N+:28]=[N-:29].[Na+:26].[OH2:34].[S:30]([Cl:31])([Cl:32])=[O:33]>>[Cl:1][c:2]1[cH:3][c:4]([CH2:5][c:6]2[c:7]([CH:14]([CH3:15])[CH3:16])[n:8][c:9]([CH2:12][N:27]=[N+:28]=[N-:29])[n:10]2[CH3:11])[cH:17][c:18]([Cl:20])[cH:19]1.